From a dataset of the Open Reaction Database (ORD), a public repository of structured organic reaction records. describe an organic reaction: reactants, conditions, products, and yield The reactants are ClCCCC#C (1-chloro-4-pentine), ice water, CC(C)([O-])C.[K+] (potassium tert-butoxide), FC1=C(OC2=CC=C(C=C2)O)C=CC(=C1)F (4-(2,4-difluorophenoxy)phenol), [I-].[K+] (potassium iodide). Run in CS(=O)C (dimethyl sulfoxide), CS(=O)C (dimethyl sulfoxide), CS(=O)C (dimethyl sulfoxide). Product: FC1=C(OC2=CC=C(OCCCC#C)C=C2)C=CC(=C1)F (1-[4-(2,4-difluorophenoxy)phenoxy]-4-pentine). Reaction SMILES: CC(C)([O-])C.[K+].[F:7][C:8]1[CH:21]=[C:20]([F:22])[CH:19]=[CH:18][C:9]=1[O:10][C:11]1[CH:16]=[CH:15][C:14]([OH:17])=[CH:13][CH:12]=1.[I-].[K+].Cl[CH2:26][CH2:27][CH2:28][C:29]#[CH:30]>CS(C)=O>[F:7][C:8]1[CH:21]=[C:20]([F:22])[CH:19]=[CH:18][C:9]=1[O:10][C:11]1[CH:12]=[CH:13][C:14]([O:17][CH2:30][CH2:29][CH2:28][C:27]#[CH:26])=[CH:15][CH:16]=1 |f:0.1,3.4|. Procedure: With cooling, a solution of 4.2 g of potassium tert-butoxide in 20 ml of anhydrous dimethyl sulfoxide is added to a solution of a 8 g of 4-(2,4-difluorophenoxy)phenol in 20 ml of anhydrous dimethyl sulfoxide and 0.3 g of finely powdered potassium iodide. With stirring, a solution of 4,4 g of 1-chloro-4-pentine in 5 ml of dimethyl sulfoxide is added dropwise at 10°-15° C. to the above mixture. After 2 hours the reaction mixture is warmed to room temperature (20°-23° C.) and stirred for 24 hours a... Solvent: C(Cl)Cl.CCOCC (DCM ether). The yield is 37.9%. Product: OCC(C)(C)C1=NOC(=C1)NC(C(C)(C)S(=O)(=O)CC1CCC(CC1)OC)=O (N-[3-(2-hydroxy-1,1-dimethyl-ethyl)-isoxazol-5-yl]-2-(4-methoxy-cyclohexylmethanesulfonyl)-2-methyl-propionamide). The reactants are CC(COC1OCCCC1)(C)C1=NOC(=C1)NC(C(C)(C)S(=O)(=O)CC1CCC(CC1)OC)=O (N-{3-[1,1-dimethyl-2-(tetrahydro-pyran-2-yloxy)-ethyl]-isoxazol-5-yl}-2-(4-methoxy-cyclohexylmethanesulfonyl)-2-methyl-propionamide), CC=1C=CC(=CC1)S(=O)(=O)O (TsOH). Reported procedure: A solution of 1.3 g (2.6 mmol) of N-{3-[1,1-dimethyl-2-(tetrahydro-pyran-2-yloxy)-ethyl]-isoxazol-5-yl}-2-(4-methoxy-cyclohexylmethanesulfonyl)-2-methyl-propionamide in DCM/methanol (1/1, 20 mL) is treated with 1.58 g (5.2 mmol) of MP-TsOH resin (loading 3.3 mmol/g) at room temperature for 36 h. The resin is removed by filtration and washed alternating with DCM (10 mL) and methanol (10 mL) twice. The combined filtrates are concentrated under reduced pressure and the resulting residue is purified... As a reaction SMILES: [CH3:1][C:2]([C:12]1[CH:16]=[C:15]([NH:17][C:18](=[O:34])[C:19]([S:22]([CH2:25][CH:26]2[CH2:31][CH2:30][CH:29]([O:32][CH3:33])[CH2:28][CH2:27]2)(=[O:24])=[O:23])([CH3:21])[CH3:20])[O:14][N:13]=1)([CH3:11])[CH2:3][O:4]C1CCCCO1.CC1C=CC(S(O)(=O)=O)=CC=1>C(Cl)Cl.CCOCC>[OH:4][CH2:3][C:2]([C:12]1[CH:16]=[C:15]([NH:17][C:18](=[O:34])[C:19]([S:22]([CH2:25][CH:26]2[CH2:27][CH2:28][CH:29]([O:32][CH3:33])[CH2:30][CH2:31]2)(=[O:24])=[O:23])([CH3:21])[CH3:20])[O:14][N:13]=1)([CH3:1])[CH3:11] |f:2.3|. Reactants: O=C(Cl)CCCCl, Nc1ccccc1S(N)(=O)=O. Product: O=S1(=O)c2ccccc2NC2CCCN21. Reaction SMILES: [Cl:12][CH2:13][CH2:14][CH2:15][C:16]([Cl:17])=[O:18].[NH2:1][c:2]1[c:3]([S:8](=[O:9])(=[O:10])[NH2:11])[cH:4][cH:5][cH:6][cH:7]1>>[NH:1]1[c:2]2[c:3]([cH:4][cH:5][cH:6][cH:7]2)[S:8](=[O:9])(=[O:10])[N:11]2[CH:13]1[CH2:14][CH2:15][CH2:16]2.